From a dataset of the Open Reaction Database (ORD), a public repository of structured organic reaction records. describe an organic reaction: reactants, conditions, products, and yield Starting materials: COC(=O)Nc1ccc(Cl)c(Br)n1, CO, [K+], [OH-], O. Product: Nc1ccc(Cl)c(Br)n1. Reaction SMILES: [Br:1][c:2]1[c:3]([Cl:13])[cH:4][cH:5][c:6]([NH:8][C:9](=[O:10])[O:11][CH3:12])[n:7]1.[CH3:16][OH:17].[K+:15].[OH-:14].[OH2:18]>>[Br:1][c:2]1[c:3]([Cl:13])[cH:4][cH:5][c:6]([NH2:8])[n:7]1. Starting materials: CCOS(=O)CC(C)NC(=O)OCc1ccccc1, CCO, [Na+], [OH-]. Yields the product CC(CS(=O)O)NC(=O)OCc1ccccc1. RXN SMILES: [CH2:1]([c:2]1[cH:3][cH:4][cH:5][cH:6][cH:7]1)[O:8][C:9](=[O:10])[NH:11][CH:12]([CH2:13][S:14](=[O:15])[O:16][CH2:17][CH3:18])[CH3:19].[CH3:22][CH2:23][OH:24].[Na+:21].[OH-:20]>>[CH2:1]([c:2]1[cH:3][cH:4][cH:5][cH:6][cH:7]1)[O:8][C:9](=[O:10])[NH:11][CH:12]([CH2:13][S:14](=[O:15])[OH:16])[CH3:19]. The reactants are CN(C(=O)OC(C)(C)C)C1CCC(C#N)CC1, ClCCl, O=C(O)C(F)(F)F, O=C(Cl)c1ccc2nonc2c1. Yields the product CN(C(=O)c1ccc2nonc2c1)C1CCC(C#N)CC1. Reaction SMILES: [CH3:1][N:2]([C:3]([O:4][C:5]([CH3:6])([CH3:7])[CH3:8])=[O:9])[CH:10]1[CH2:11][CH2:12][CH:13]([C:16]#[N:17])[CH2:14][CH2:15]1.[Cl:37][CH2:38][Cl:39].[OH:18][C:19]([C:20]([F:21])([F:22])[F:23])=[O:24].[n:25]1[o:26][n:27][c:28]2[c:29]1[cH:30][cH:31][c:32]([C:34]([Cl:35])=[O:36])[cH:33]2>>[CH3:1][N:2]([C:3](=[O:9])[c:32]1[cH:31][cH:30][c:29]2[n:25][o:26][n:27][c:28]2[cH:33]1)[CH:10]1[CH2:11][CH2:12][CH:13]([C:16]#[N:17])[CH2:14][CH2:15]1. Reactants: CC(=O)OC(C)=O, CCOCC, Nc1ccc(-c2cn(-c3nc(-c4ccc(C(F)(F)F)cc4)cc(C(F)(F)F)n3)cn2)cn1. The product is CC(=O)Nc1ccc(-c2cn(-c3nc(-c4ccc(C(F)(F)F)cc4)cc(C(F)(F)F)n3)cn2)cn1. RXN SMILES: [C:38]([O:39][C:40](=[O:41])[CH3:42])(=[O:43])[CH3:44].[CH3:33][CH2:34][O:35][CH2:36][CH3:37].[F:1][C:2]([c:3]1[n:4][c:5](-[n:19]2[cH:20][n:21][c:22](-[c:24]3[cH:25][cH:26][c:27]([NH2:30])[n:28][cH:29]3)[cH:23]2)[n:6][c:7](-[c:9]2[cH:10][cH:11][c:12]([C:15]([F:16])([F:17])[F:18])[cH:13][cH:14]2)[cH:8]1)([F:31])[F:32]>>[F:1][C:2]([c:3]1[n:4][c:5](-[n:19]2[cH:20][n:21][c:22](-[c:24]3[cH:25][cH:26][c:27]([NH:30][C:34]([CH3:33])=[O:35])[n:28][cH:29]3)[cH:23]2)[n:6][c:7](-[c:9]2[cH:10][cH:11][c:12]([C:15]([F:16])([F:17])[F:18])[cH:13][cH:14]2)[cH:8]1)([F:31])[F:32].